From a dataset of the Open Reaction Database (ORD), a public repository of structured organic reaction records. describe an organic reaction: reactants, conditions, products, and yield Reactants: OCC1=CC=C(C=C1)C1=C(C=CC=C1)C=1N=NN(N1)C(C1=CC=CC=C1)(C1=CC=CC=C1)C1=CC=CC=C1 (5-(4'-hydroxymethyl-1,1'-biphenyl-2-yl)-2-triphenylmethyl-2H-tetrazole), C([O-])([O-])=O.[K+].[K+] (potassium carbonate), CS(=O)(=O)Cl (methanesulfonyl chloride). Run in CN(C(C)=O)C (N,N-dimethylacetamide). Run at temperature 1 celsius. Product: CS(=O)(=O)OCC1=CC=C(C=C1)C1=C(C=CC=C1)C=1N=NN(N1)C(C1=CC=CC=C1)(C1=CC=CC=C1)C1=CC=CC=C1 (5-(4'-Methanesulfonyloxymethyl-1,1'-biphenyl-2-yl)-2-triphenylmethyl-2H-tetrazole). Reaction SMILES: [OH:1][CH2:2][C:3]1[CH:8]=[CH:7][C:6]([C:9]2[CH:14]=[CH:13][CH:12]=[CH:11][C:10]=2[C:15]2[N:16]=[N:17][N:18]([C:20]([C:33]3[CH:38]=[CH:37][CH:36]=[CH:35][CH:34]=3)([C:27]3[CH:32]=[CH:31][CH:30]=[CH:29][CH:28]=3)[C:21]3[CH:26]=[CH:25][CH:24]=[CH:23][CH:22]=3)[N:19]=2)=[CH:5][CH:4]=1.C(=O)([O-])[O-].[K+].[K+].[CH3:45][S:46](Cl)(=[O:48])=[O:47]>CN(C)C(=O)C>[CH3:45][S:46]([O:1][CH2:2][C:3]1[CH:8]=[CH:7][C:6]([C:9]2[CH:14]=[CH:13][CH:12]=[CH:11][C:10]=2[C:15]2[N:16]=[N:17][N:18]([C:20]([C:33]3[CH:34]=[CH:35][CH:36]=[CH:37][CH:38]=3)([C:27]3[CH:28]=[CH:29][CH:30]=[CH:31][CH:32]=3)[C:21]3[CH:26]=[CH:25][CH:24]=[CH:23][CH:22]=3)[N:19]=2)=[CH:5][CH:4]=1)(=[O:48])=[O:47] |f:1.2.3|. Procedure details: To a mixture of 5-(4'-hydroxymethyl-1,1'-biphenyl-2-yl)-2-triphenylmethyl-2H-tetrazole (0.01 m=4.90 g) and potassium carbonate (0.05 m=6.90 g) stirred in 50 mL N,N-dimethylacetamide chilled at 1° C. was added a total of 3.34 g (0.024 m) of methanesulfonyl chloride in portions over 6 hours. The progress of the reaction was monitored by thin layer chromatography or HPLC. The title compound was formed in better than 90% in the mixture which was used in the next example. Starting materials: C(C)OC(=O)C=1N(C2=CC=C(C=C2C1)C(=O)N1CCN(CCC1)C(=O)OC(C)(C)C)C(C)C (5-(4-tert-butoxycarbonyl-[1,4]diazepane-1-carbonyl)-1-isopropyl-1H-indole-2-carboxylic acid ethyl ester), O.[OH-].[Li+] (lithium hydroxide monohydrate). Run in O1CCCC1 (tetrahydrofuran), CO (methanol), O (water). Reaction conditions: time 2 day. Yields the product C(C)(C)(C)OC(=O)N1CCN(CCC1)C(=O)C=1C=C2C=C(N(C2=CC1)C(C)C)C(=O)O (5-(4-tert-Butoxycarbonyl-[1,4]diazepane-1-carbonyl)-1-isopropyl-1H-indole-2-carboxylic acid). The yield is 42.8%. RXN SMILES: C([O:3][C:4]([C:6]1[N:7]([CH:31]([CH3:33])[CH3:32])[C:8]2[C:13]([CH:14]=1)=[CH:12][C:11]([C:15]([N:17]1[CH2:23][CH2:22][CH2:21][N:20]([C:24]([O:26][C:27]([CH3:30])([CH3:29])[CH3:28])=[O:25])[CH2:19][CH2:18]1)=[O:16])=[CH:10][CH:9]=2)=[O:5])C.O.[OH-].[Li+]>O1CCCC1.CO.O>[C:27]([O:26][C:24]([N:20]1[CH2:21][CH2:22][CH2:23][N:17]([C:15]([C:11]2[CH:12]=[C:13]3[C:8](=[CH:9][CH:10]=2)[N:7]([CH:31]([CH3:32])[CH3:33])[C:6]([C:4]([OH:5])=[O:3])=[CH:14]3)=[O:16])[CH2:18][CH2:19]1)=[O:25])([CH3:28])([CH3:30])[CH3:29] |f:1.2.3|. Procedure: To a solution of 5-(4-tert-butoxycarbonyl-[1,4]diazepane-1-carbonyl)-1-isopropyl-1H-indole-2-carboxylic acid ethyl ester (1.60 g, 3.5 mmol) in tetrahydrofuran (10 ml), methanol (10 ml) and water (2 ml) was added lithium hydroxide monohydrate (2 eq., 168 mg). The mixture was stirred two days at room temperature. The solvent was removed under vacuum and the residue was quenched with 1M aq. dihydrogen potassium phosphate solution to pH 5. The aqueous phase was extracted with ethyl acetate (2×) and ... The reactants are C(C)N1CCN(CC1)C1=NC(=CC2=CC=CC=C12)Br (1-(4-ethylpiperazin-1-yl)-3-bromoisoquinoline), C(C)(=O)C1=CC=CC=C1 (acetophenone), C(C)(C)(C)O[K] (tert-butoxypotassium), O (Water). Reagents/catalysts: [Hg] (mercury). Run in CS(=O)C (dimethyl sulfoxide). Product: C(C)N1CCN(CC1)C1=NC(=CC2=CC=CC=C12)CC(=O)C1=CC=CC=C1 (1-(4-ethylpiperazin-1-yl)-3-phenacylisoquinoline). The yield is 89.1%. Reaction SMILES: [CH2:1]([N:3]1[CH2:8][CH2:7][N:6]([C:9]2[C:18]3[C:13](=[CH:14][CH:15]=[CH:16][CH:17]=3)[CH:12]=[C:11](Br)[N:10]=2)[CH2:5][CH2:4]1)[CH3:2].[C:20]([C:23]1[CH:28]=[CH:27][CH:26]=[CH:25][CH:24]=1)(=[O:22])[CH3:21].C(O[K])(C)(C)C.O>CS(C)=O.[Hg]>[CH2:1]([N:3]1[CH2:8][CH2:7][N:6]([C:9]2[C:18]3[C:13](=[CH:14][CH:15]=[CH:16][CH:17]=3)[CH:12]=[C:11]([CH2:21][C:20]([C:23]3[CH:28]=[CH:27][CH:26]=[CH:25][CH:24]=3)=[O:22])[N:10]=2)[CH2:5][CH2:4]1)[CH3:2]. Procedure: A mixed solution of 1-(4-ethylpiperazin-1-yl)-3-bromoisoquinoline (1.00 g), acetophenone (1.50 g) and tert-butoxypotassium (1.40 g) in dimethyl sulfoxide (50 ml) was irradiated with light (450 W; mercury-vapor lamp) at room temperature for 5 hr. Water (200 ml) was added to the reaction solution, and the mixture was extracted with ethyl acetate. The resulting organic layer was washed with water and brine, and then extracted with a 2N aqueous solution of hydrochloric acid (100 ml). The resulting a... Reactants: NC=1C(=CC2=C(N(C(CN(C2)CC)=O)C)C1)OC (8-Amino-4-ethyl-7-methoxy-1-methyl-1,3,4,5-tetrahydro-benzo[e][1,4]diazepin-2-one), ( M ), ClC1=NC=C(C(=N1)NC=1C=CC(=C(CN(C(=O)NCC)CCO)C1)OC)Cl (1-[5-(2,5-Dichloro-pyrimidin-4-ylamino)-2-methoxy-benzyl]-3-ethyl-1-(2-hydroxy-ethyl)-urea), example 730. The product is ClC=1C(=NC(=NC1)NC=1C(=CC2=C(N(C(CN(C2)CC)=O)C)C1)OC)NC1=CC(=C(C=C1)OC)CNCCO (8-(5-Chloro-4-{3-[(2-hydroxy-ethylamino)-methyl]-4-methoxy-phenylamino}-pyrimidin-2-ylamino)-4-ethyl-7-methoxy-1-methyl-1,3,4,5-tetrahydro-benzo[e][1,4]diazepin-2-one). As a reaction SMILES: [NH2:1][C:2]1[C:3]([O:17][CH3:18])=[CH:4][C:5]2[CH2:11][N:10]([CH2:12][CH3:13])[CH2:9][C:8](=[O:14])[N:7]([CH3:15])[C:6]=2[CH:16]=1.Cl[C:20]1[N:25]=[C:24]([NH:26][C:27]2[CH:28]=[CH:29][C:30]([O:43][CH3:44])=[C:31]([CH:42]=2)[CH2:32][N:33]([CH2:39][CH2:40][OH:41])C(NCC)=O)[C:23]([Cl:45])=[CH:22][N:21]=1>>[Cl:45][C:23]1[C:24]([NH:26][C:27]2[CH:28]=[CH:29][C:30]([O:43][CH3:44])=[C:31]([CH2:32][NH:33][CH2:39][CH2:40][OH:41])[CH:42]=2)=[N:25][C:20]([NH:1][C:2]2[C:3]([O:17][CH3:18])=[CH:4][C:5]3[CH2:11][N:10]([CH2:12][CH3:13])[CH2:9][C:8](=[O:14])[N:7]([CH3:15])[C:6]=3[CH:16]=2)=[N:21][CH:22]=1. Procedure: The title compound was prepared from 8-Amino-4-ethyl-7-methoxy-1-methyl-1,3,4,5-tetrahydro-benzo[e][1,4]diazepin-2-one and 1-[5-(2,5-Dichloro-pyrimidin-4-ylamino)-2-methoxy-benzyl]-3-ethyl-1-(2-hydroxy-ethyl)-urea in an analogous manner to example 730 (0.010 g, 9%). Mp 65-70° C.; LCMS (m/e) 556 (M); 1H-NMR (DMSO, 400 MHz) δ 8.87 (s, 1H), 8.12 (s, 1H), 7.99 (s, 1H), 7.76 (s, 1H), 7.41 (m, 2H), 7.01 (s, 1H), 6.86-6.84 (d, 1H, J=9.35 Hz), 4.54 (m, 1H), 4.34-4.43 (d, 1H, J=4.04 Hz), 3.86 (s, 3H), 3.... Reactants: CCN(CC)CC(C)N, C1CCOC1, CC(=O)CC(=O)C(C)(C)C, [Na+], [Na+], O=S(=O)([O-])[O-]. The product is CCN(CC)CC(C)N=C(C)CC(=O)C(C)(C)C. As a reaction SMILES: [CH2:11]([CH3:12])[N:13]([CH2:14][CH:15]([CH3:16])[NH2:17])[CH2:18][CH3:19].[CH2:27]1[O:28][CH2:29][CH2:30][CH2:31]1.[CH3:1][C:2]([CH3:3])([C:4]([CH2:5][C:6]([CH3:7])=[O:8])=[O:9])[CH3:10].[Na+:20].[Na+:21].[O-:22][S:23](=[O:24])(=[O:25])[O-:26]>>[CH3:1][C:2]([CH3:3])([C:4]([CH2:5][C:6]([CH3:7])=[N:17][CH:15]([CH2:14][N:13]([CH2:11][CH3:12])[CH2:18][CH3:19])[CH3:16])=[O:9])[CH3:10].